This data is from the Open Reaction Database (ORD), a public repository of structured organic reaction records. The task is: describe an organic reaction: reactants, conditions, products, and yield Starting materials: OBO, O=C(c1ccc(Br)cc1F)N1CCCC1CN1CCCC1, Fc1ccccc1. The product is O=C(c1ccc(-c2ccc(F)cc2)cc1F)N1CCCC1CN1CCCC1. Reaction SMILES: [BH:22]([OH:23])[OH:24].[Br:1][c:2]1[cH:3][c:4]([F:21])[c:5]([C:8](=[O:9])[N:10]2[CH:11]([CH2:15][N:16]3[CH2:17][CH2:18][CH2:19][CH2:20]3)[CH2:12][CH2:13][CH2:14]2)[cH:6][cH:7]1.[F:25][c:26]1[cH:27][cH:28][cH:29][cH:30][cH:31]1>>[c:2]1(-[c:29]2[cH:28][cH:27][c:26]([F:25])[cH:31][cH:30]2)[cH:3][c:4]([F:21])[c:5]([C:8](=[O:9])[N:10]2[CH:11]([CH2:15][N:16]3[CH2:17][CH2:18][CH2:19][CH2:20]3)[CH2:12][CH2:13][CH2:14]2)[cH:6][cH:7]1. Reactants: BrC=1C(C(OC1C1=CC=C(C=C1)S(=O)(=O)C)(C)CC)=O (4-bromo-2-ethyl-2-methy-5-{4-(methysulfonyl)-phenyl}-3(2H)-furanone), C([O-])([O-])=O.[Na+].[Na+] (sodium carbonate), C1(=CC=CC=C1)B(O)O (benzeneboronic acid). The reagents and catalysts are C=1C=CC(=CC1)[P](C=2C=CC=CC2)(C=3C=CC=CC3)[Pd]([P](C=4C=CC=CC4)(C=5C=CC=CC5)C=6C=CC=CC6)([P](C=7C=CC=CC7)(C=8C=CC=CC8)C=9C=CC=CC9)[P](C=1C=CC=CC1)(C=1C=CC=CC1)C=1C=CC=CC1 (tetrakis(triphenylphosphine)palladium(0)). The solvent is C1(=CC=CC=C1)C (toluene). Yields the product C(C)C1(OC(=C(C1=O)C1=CC=CC=C1)C1=CC=C(C=C1)S(=O)(=O)C)C (2-ethyl-2-methyl-5-{4-(methylsulfonyl)phenyl}-4-phenyl-3(2H)-furanone). Isolated yield 30.2%. RXN SMILES: Br[C:2]1[C:3](=[O:20])[C:4]([CH2:18][CH3:19])([CH3:17])[O:5][C:6]=1[C:7]1[CH:12]=[CH:11][C:10]([S:13]([CH3:16])(=[O:15])=[O:14])=[CH:9][CH:8]=1.C(=O)([O-])[O-].[Na+].[Na+].[C:27]1(B(O)O)[CH:32]=[CH:31][CH:30]=[CH:29][CH:28]=1>C1(C)C=CC=CC=1.C1C=CC([P]([Pd]([P](C2C=CC=CC=2)(C2C=CC=CC=2)C2C=CC=CC=2)([P](C2C=CC=CC=2)(C2C=CC=CC=2)C2C=CC=CC=2)[P](C2C=CC=CC=2)(C2C=CC=CC=2)C2C=CC=CC=2)(C2C=CC=CC=2)C2C=CC=CC=2)=CC=1>[CH2:18]([C:4]1([CH3:17])[C:3](=[O:20])[C:2]([C:27]2[CH:32]=[CH:31][CH:30]=[CH:29][CH:28]=2)=[C:6]([C:7]2[CH:12]=[CH:11][C:10]([S:13]([CH3:16])(=[O:15])=[O:14])=[CH:9][CH:8]=2)[O:5]1)[CH3:19] |f:1.2.3,^1:46,48,67,86|. Reported procedure: To a stirred solution of 4-bromo-2-ethyl-2-methy-5-{4-(methysulfonyl)-phenyl}-3(2H)-furanone (200 mg) in 15 ml of toluene, were added 40 mg of tetrakis(triphenylphosphine)palladium(0), 5 ml of 2 M aqueous sodium carbonate solution, and 100 mg of benzeneboronic acid. The reaction solution was stirred at reflux for 12 hours. Then the reaction solvent was evaporated under reduced pressure. The resulting residue was extracted with water and dichloromethane (30 ml×3). The organic layer was concentrat... Starting materials: C(C=C)C1=C(SC=2N(C(N(C(C21)=O)C)=O)C)C(=O)O (5-Allyl-1,3-dimethyl-2,4-dioxo-1,2,3,4-tetrahydrothieno[2,3-d]pyrimidine-6-carboxylic acid), intermediate. Reagents/catalysts: [Cu] (Copper). The solvent is N1=CC=CC2=CC=CC=C12 (quinoline), C(C)(=O)OCC (ethyl acetate). Conditions: temperature 235 celsius. Yields the product C(C=C)C1=CSC=2N(C(N(C(C21)=O)C)=O)C (5-Allyl-1,3-dimethylthieno[2,3-d]pyrimidine-2,4(1H,3H)-dione). Reaction SMILES: [CH2:1]([C:4]1[C:12]2[C:11](=[O:13])[N:10]([CH3:14])[C:9](=[O:15])[N:8]([CH3:16])[C:7]=2[S:6][C:5]=1C(O)=O)[CH:2]=[CH2:3]>N1C2C(=CC=CC=2)C=CC=1.C(OCC)(=O)C.[Cu]>[CH2:1]([C:4]1[C:12]2[C:11](=[O:13])[N:10]([CH3:14])[C:9](=[O:15])[N:8]([CH3:16])[C:7]=2[S:6][CH:5]=1)[CH:2]=[CH2:3]. Procedure details: Copper powder (231 mg, 3.642 g atom) was added to a suspension of Step 7 intermediate (3.4 g, 12.142 mmol) in quinoline (60 ml) and the resulting mixture was stirred and heated at 235° C. for 3 h under nitrogen. The reaction mixture was cooled to room temperature, diluted with ethyl acetate, washed with 1 N HCl and water. The combined organic layers were dried and concentrated. The purification of crude product by silica gel column chromatography by using 5% ethyl acetate in petroleum ether gave... Reactants: CC(=O)O, O=C(O)c1ccc(Cl)nc1, [H-], [Na+], CN(C)C=O, O, OCc1ccccc1. Yields the product O=C(O)c1ccc(OCc2ccccc2)nc1. As a reaction SMILES: [CH3:21][C:22](=[O:23])[OH:24].[Cl:11][c:12]1[n:13][cH:14][c:15]([C:16](=[O:17])[OH:18])[cH:19][cH:20]1.[H-:2].[Na+:1].[O:25]=[CH:26][N:27]([CH3:28])[CH3:29].[OH2:30].[OH:3][CH2:4][c:5]1[cH:6][cH:7][cH:8][cH:9][cH:10]1>>[O:3]([CH2:4][c:5]1[cH:6][cH:7][cH:8][cH:9][cH:10]1)[c:12]1[n:13][cH:14][c:15]([C:16](=[O:17])[OH:18])[cH:19][cH:20]1. Reaction conditions: temperature 60 celsius. Reactants: CCOC(=O)C (EtOAc), C1(CC1)C1(CC1)N(C(C(CNC(OC(C)(C)C)=O)CC1=CC=C(C=C1)OCCOC1=C(C=C(C=C1Cl)C)Cl)=O)CC1=CC(=CC(=C1)CCCOC)O (tert-Butyl (3-{cyclopropyl[3-hydroxy-5-(3-methoxypropyl)benzyl](cyclopropyl)amino}-2-{4-[2-(2,6-dichloro-4-methylphenoxy)ethoxy]benzyl}-3-oxopropyl)carbamate), CS(=O)(=O)OCCCSC (3-(methylthio)propyl methanesulfonate), C([O-])([O-])=O.[Cs+].[Cs+] (cesium carbonate), CCOC(=O)C (EtOAc). As a reaction SMILES: C1([C:4]2([N:7]([CH2:40][C:41]3[CH:46]=[C:45]([CH2:47][CH2:48][CH2:49][O:50][CH3:51])[CH:44]=[C:43]([OH:52])[CH:42]=3)[C:8](=[O:39])[CH:9]([CH2:19][C:20]3[CH:25]=[CH:24][C:23]([O:26][CH2:27][CH2:28][O:29][C:30]4[C:35]([Cl:36])=[CH:34][C:33]([CH3:37])=[CH:32][C:31]=4[Cl:38])=[CH:22][CH:21]=3)[CH2:10][NH:11][C:12](=[O:18])[O:13][C:14]([CH3:17])([CH3:16])[CH3:15])[CH2:6][CH2:5]2)CC1.CS(O[CH2:58][CH2:59][CH2:60][S:61][CH3:62])(=O)=O.C(=O)([O-])[O-].[Cs+].[Cs+].CCOC(C)=O>CN(C=O)C>[CH:4]1([N:7]([CH2:40][C:41]2[CH:42]=[C:43]([O:52][CH2:58][CH2:59][CH2:60][S:61][CH3:62])[CH:44]=[C:45]([CH2:47][CH2:48][CH2:49][O:50][CH3:51])[CH:46]=2)[C:8](=[O:39])[CH:9]([CH2:19][C:20]2[CH:25]=[CH:24][C:23]([O:26][CH2:27][CH2:28][O:29][C:30]3[C:31]([Cl:38])=[CH:32][C:33]([CH3:37])=[CH:34][C:35]=3[Cl:36])=[CH:22][CH:21]=2)[CH2:10][NH:11][C:12](=[O:18])[O:13][C:14]([CH3:16])([CH3:17])[CH3:15])[CH2:6][CH2:5]1 |f:2.3.4|. The product is C1(CC1)N(C(C(CNC(OC(C)(C)C)=O)CC1=CC=C(C=C1)OCCOC1=C(C=C(C=C1Cl)C)Cl)=O)CC1=CC(=CC(=C1)OCCCSC)CCCOC (tert-Butyl (3-{cyclopropyl{3-(3-methoxypropyl)-5-[3-(methylthio)propoxy]benzyl}amino)-2-{4-[2-(2,6-dichloro-4-methylphenoxy)ethoxy]benzyl}-3-oxopropyl)carbamate). Procedure details: To a solution of tert-butyl (3-{cyclopropyl[3-hydroxy-5-(3-methoxypropyl)benzyl](cyclopropyl)amino}-2-{4-[2-(2,6-dichloro-4-methylphenoxy)ethoxy]benzyl}-3-oxopropyl)carbamate from Example 70, Step 2 (1 eq.) in DMF (0.05 M) was added 3-(methylthio)propyl methanesulfonate from the previous step (1.4 eq.) and cesium carbonate (1.4 eq.). The resulting suspension was heated at 60° C. for 12 h. The reaction mixture was quenched sat. aq. NaHCO3 and then extracted with ether. The combined organic extrac... Solvent: CN(C)C=O (DMF). Starting materials: [Cl-], Cl, NCCO, O=C(O)c1ccc(Cl)cc1Cl. Yields the product O=C(O)c1ccc(Cl)cc1NCCO. RXN SMILES: [Cl-:12].[ClH:17].[NH2:13][CH2:14][CH2:15][OH:16].[OH:1][C:2](=[O:3])[c:4]1[cH:5][cH:6][c:7]([Cl:8])[cH:9][c:10]1[Cl:11]>>[OH:1][C:2](=[O:3])[c:4]1[cH:5][cH:6][c:7]([Cl:8])[cH:9][c:10]1[NH:13][CH2:14][CH2:15][OH:16]. Starting materials: solid, Cl.Cl.Cl.O1CCC=2C(=NC=CC21)N2CCN(CC2)CC[C@@H]2CC[C@H](CC2)N (trans-4-{2-[4-(2,3-dihydrofuro[3,2-c]pyridin-4-yl)-piperazin-1-yl]-ethyl}-cyclohexanamine trihydrochloride), Cl.Cl.Cl.O1CCC=2C(=NC=CC21)N2CCN(CC2)CC[C@@H]2CC[C@H](CC2)N (trans-4-{2-[4-(2,3-dihydrofuro[3,2-c]pyridin-4-yl)-piperazin-1-yl]-ethyl}-cyclohexanamine trihydrochloride), C(C)S(=O)(=O)Cl (ethanesulfonyl chloride). Product: O1CCC=2C(=NC=CC21)N2CCN(CC2)CC[C@@H]2CC[C@H](CC2)NS(=O)(=O)CC (Ethanesulfonic acid trans-(4-{2-[4-(2,3-dihydro-furo[3,2-c]pyridin-4-yl)-piperazin-1-yl]-ethyl}-cyclohexyl)-amide). Reaction SMILES: Cl.Cl.Cl.[O:4]1[C:12]2[CH:11]=[CH:10][N:9]=[C:8]([N:13]3[CH2:18][CH2:17][N:16]([CH2:19][CH2:20][C@H:21]4[CH2:26][CH2:25][C@H:24]([NH2:27])[CH2:23][CH2:22]4)[CH2:15][CH2:14]3)[C:7]=2[CH2:6][CH2:5]1.[CH2:28]([S:30](Cl)(=[O:32])=[O:31])[CH3:29]>>[O:4]1[C:12]2[CH:11]=[CH:10][N:9]=[C:8]([N:13]3[CH2:18][CH2:17][N:16]([CH2:19][CH2:20][C@H:21]4[CH2:26][CH2:25][C@H:24]([NH:27][S:30]([CH2:28][CH3:29])(=[O:32])=[O:31])[CH2:23][CH2:22]4)[CH2:15][CH2:14]3)[C:7]=2[CH2:6][CH2:5]1 |f:0.1.2.3|. Procedure details: The title compound, white solid (92 mg, 87%), MS (ISP) m/z=423.3 [(M+H)+], mp 224° C., was prepared in accordance with the general method of example 48 from trans-4-{2-[4-(2,3-dihydrofuro[3,2-c]pyridin-4-yl)-piperazin-1-yl]-ethyl}-cyclohexanamine trihydrochloride (intermediate C) (110 mg, 0.25 mmol) and ethanesulfonyl chloride. As a reaction SMILES: [CH3:1][C:2]1([CH3:22])[CH2:10][C:9]2[N:8]([Si](C(C)C)(C(C)C)C(C)C)[CH:7]=[CH:6][C:5]=2[C:4](=[O:21])[CH2:3]1.[Br:23]N1C(=O)CCC1=O.[F-].C([N+](CCCC)(CCCC)CCCC)CCC.CCOCC>C1COCC1.O>[Br:23][C:6]1[C:5]2[C:4](=[O:21])[CH2:3][C:2]([CH3:22])([CH3:1])[CH2:10][C:9]=2[NH:8][CH:7]=1 |f:2.3|. The yield is 67.8%. Reported procedure: A solution of 6,6-dimethyl-1-(triisopropylsilyl)-4,5,6,7-tetrahydroindol-4-one (410 mg, 1.28 mmol) in THF (20 mL) was cooled to −70° C. and N-bromosuccinimide (228 mg, 1.28 mmol) was added. Stirring was continued at −70° C. for 1 h then warmed to room temperature. After attaining room temperature, tetrabutylammonium fluoride (1.28 mL of a 1.0 M solution in THF, 1.28 mmol) was added and stirring continued for 5 min. Ether (20 mL) was added, followed by water, and the organic layer separated. The ... Product: BrC1=CNC=2CC(CC(C12)=O)(C)C (3-Bromo-6,6-dimethyl-4,5,6,7-tetrahydro-1H-indol-4-one). Run in C1CCOC1 (THF), O (water), C1CCOC1 (THF). Starting materials: [F-].C(CCC)[N+](CCCC)(CCCC)CCCC (tetrabutylammonium fluoride), solution, CCOCC (Ether), CC1(CC(C=2C=CN(C2C1)[Si](C(C)C)(C(C)C)C(C)C)=O)C (6,6-dimethyl-1-(triisopropylsilyl)-4,5,6,7-tetrahydroindol-4-one), BrN1C(CCC1=O)=O (N-bromosuccinimide). Conditions: time 1 hour.